This data is from the Open Reaction Database (ORD), a public repository of structured organic reaction records. The task is: describe an organic reaction: reactants, conditions, products, and yield The reactants are O=C1SC(C(N1)=O)CC1=CC=C(OCC(=O)O)C=C1 (4-[(2,4-dioxothiazolidin-5-yl)methyl]phenoxyacetic acid), S(=O)(Cl)Cl (thionyl chloride), CN(C=O)C (dimethylformamide), COC=1C=CC(=C(C1)NC)[N+](=O)[O-] (N-(5-methoxy-2-nitrophenyl)-N-methylamine), N,N-dimethylaminopyridine. The solvent is O (water), C(C)#N (acetonitrile), C(C)#N (acetonitrile). Reaction conditions: temperature 40 celsius, time 30 minute. The product is O=C1SC(C(N1)=O)CC1=CC=C(OCC(=O)N(C)C2=C(C=CC(=C2)OC)[N+](=O)[O-])C=C1 (2-{4-[(2,4-Dioxo-1,3-thiazolidin-5-y)methyl]phenoxy}-N-(5-methoxy-2-nitrophenyl)-N-methylacetamide). The yield is 103.0%. Reaction SMILES: [O:1]=[C:2]1[NH:6][C:5](=[O:7])[CH:4]([CH2:8][C:9]2[CH:19]=[CH:18][C:12]([O:13][CH2:14][C:15]([OH:17])=O)=[CH:11][CH:10]=2)[S:3]1.S(Cl)(Cl)=O.CN(C)C=O.[CH3:29][O:30][C:31]1[CH:32]=[CH:33][C:34]([N+:39]([O-:41])=[O:40])=[C:35]([NH:37][CH3:38])[CH:36]=1>C(#N)C.O>[O:1]=[C:2]1[NH:6][C:5](=[O:7])[CH:4]([CH2:8][C:9]2[CH:10]=[CH:11][C:12]([O:13][CH2:14][C:15]([N:37]([C:35]3[CH:36]=[C:31]([O:30][CH3:29])[CH:32]=[CH:33][C:34]=3[N+:39]([O-:41])=[O:40])[CH3:38])=[O:17])=[CH:18][CH:19]=2)[S:3]1. Procedure details: To a suspended solution of 4-[(2,4-dioxothiazolidin-5-yl)methyl]phenoxyacetic acid (8.00 g) in acetonitrile (64 ml) were added thionyl chloride (3.38 g) and dimethylformamide (3.2 ml) at room temperature, and the resulting mixture was stirred successively at 25° C. for 30 minutes and at 40° C. for 30 minutes. Subsequently, to the reaction mixture were added successively N-(5-methoxy-2-nitrophenyl)-N-methylamine (3.84 g), N,N-dimethylaminopyridine (0.32 g) and acetonitrile (16 ml), and the result... Starting materials: Clc1cccc(Cl)c1CBr, ClCCl, Nc1ncccc1O, [Na+], [OH-], O. The product is Nc1ncccc1OCc1c(Cl)cccc1Cl. RXN SMILES: [Cl:1][c:2]1[c:3]([CH2:4][Br:5])[c:6]([Cl:10])[cH:7][cH:8][cH:9]1.[Cl:22][CH2:23][Cl:24].[NH2:11][c:12]1[n:13][cH:14][cH:15][cH:16][c:17]1[OH:18].[Na+:21].[OH-:20].[OH2:19]>>[Cl:1][c:2]1[c:3]([CH2:4][O:18][c:17]2[c:12]([NH2:11])[n:13][cH:14][cH:15][cH:16]2)[c:6]([Cl:10])[cH:7][cH:8][cH:9]1.